Dataset: the Open Reaction Database (ORD), a public repository of structured organic reaction records. Task: describe an organic reaction: reactants, conditions, products, and yield The reactants are COC(=O)c1ccc2c(c1)CC(C)(C)C(c1cccc(C(=O)O)c1)N2, CCN=C=NCCCN(C)C, CN1CCOCC1, CN(C)CCN, ClCCl, Cl, On1nnc2ccccc21. Product: COC(=O)c1ccc2c(c1)CC(C)(C)C(c1cccc(C(=O)NCCN(C)C)c1)N2. RXN SMILES: [CH3:1][O:2][C:3](=[O:4])[c:5]1[cH:6][c:7]2[c:12]([cH:13][cH:14]1)[NH:11][CH:10]([c:15]1[cH:16][c:17]([C:18](=[O:19])[OH:20])[cH:21][cH:22][cH:23]1)[C:9]([CH3:24])([CH3:25])[CH2:8]2.[CH3:37][N:38]([CH3:39])[CH2:40][CH2:41][CH2:42][N:43]=[C:44]=[N:45][CH2:46][CH3:47].[CH3:48][N:49]1[CH2:50][CH2:51][O:52][CH2:53][CH2:54]1.[CH3:55][N:56]([CH2:57][CH2:58][NH2:59])[CH3:60].[Cl:61][CH2:62][Cl:63].[ClH:36].[OH:26][n:27]1[c:28]2[cH:29][cH:30][cH:31][cH:32][c:33]2[n:34][n:35]1>>[CH3:1][O:2][C:3](=[O:4])[c:5]1[cH:6][c:7]2[c:12]([cH:13][cH:14]1)[NH:11][CH:10]([c:15]1[cH:16][c:17]([C:18](=[O:19])[NH:59][CH2:58][CH2:57][N:56]([CH3:55])[CH3:60])[cH:21][cH:22][cH:23]1)[C:9]([CH3:24])([CH3:25])[CH2:8]2. Reactants: C([O-])([O-])=O.[Na+].[Na+] (sodium carbonate), S(=O)(=O)(O)O.N(CCCCCCNC(=N)N)CCCCCCNC(=N)N (N,N'"-(iminodi-6,1-hexanediyl)-bis-guanidine sulfate). Run in O (water), O (water). The product is C(O)(O)=O.N(CCCCCCNC(=N)N)CCCCCCNC(=N)N.C(O)(O)=O.C(O)(O)=O.N(CCCCCCNC(=N)N)CCCCCCNC(=N)N (N,N'"-(iminodi-6,1-hexanediyl)-bis-guanidine sesquicarbonate). The yield is 53.7%. Reaction SMILES: [C:1](=[O:4])([O-:3])[O-:2].[Na+].[Na+].S(O)(O)(=O)=O.[NH:12]([CH2:23][CH2:24][CH2:25][CH2:26][CH2:27][CH2:28][NH:29][C:30]([NH2:32])=[NH:31])[CH2:13][CH2:14][CH2:15][CH2:16][CH2:17][CH2:18][NH:19][C:20]([NH2:22])=[NH:21]>O>[C:1](=[O:2])([OH:4])[OH:3].[NH:12]([CH2:13][CH2:14][CH2:15][CH2:16][CH2:17][CH2:18][NH:19][C:20]([NH2:22])=[NH:21])[CH2:23][CH2:24][CH2:25][CH2:26][CH2:27][CH2:28][NH:29][C:30]([NH2:32])=[NH:31].[C:1](=[O:2])([OH:4])[OH:3].[C:1](=[O:2])([OH:4])[OH:3].[NH:12]([CH2:13][CH2:14][CH2:15][CH2:16][CH2:17][CH2:18][NH:19][C:20]([NH2:22])=[NH:21])[CH2:23][CH2:24][CH2:25][CH2:26][CH2:27][CH2:28][NH:29][C:30]([NH2:32])=[NH:31] |f:0.1.2,3.4,6.7.8.9.10|. Procedure details: At 70° C., a solution of 170 g of sodium carbonate in 340 ml of hot water is added to 100 g of N,N'"-(iminodi-6,1-hexanediyl)-bis-guanidine sulfate (British No. 1,114,155) dissolved in 500 ml of water. The mixture is cooled with ice and filtered. The residue is dried under reduced pressure. There is obtained 53 g of N,N'"-(iminodi-6,1-hexanediyl)-bis-guanidine sesquicarbonate of melting point 171°-175° C. Reactants: COCCOc1cc2c(Nc3ccc4c(cnn4C(=O)OC(C)(C)C)c3)nc(-c3cccc([N+](=O)[O-])c3)nc2cc1OC, COCCOC, CO. The product is COCCOc1cc2c(Nc3ccc4c(cnn4C(=O)OC(C)(C)C)c3)nc(-c3cccc(N)c3)nc2cc1OC. As a reaction SMILES: [CH3:1][O:2][c:3]1[c:4]([O:39][CH2:40][CH2:41][O:42][CH3:43])[cH:5][c:6]2[c:7]([NH:22][c:23]3[cH:24][c:25]4[cH:26][n:27][n:28]([C:32](=[O:33])[O:34][C:35]([CH3:36])([CH3:37])[CH3:38])[c:29]4[cH:30][cH:31]3)[n:8][c:9](-[c:13]3[cH:14][c:15]([N+:19]([O-:20])=[O:21])[cH:16][cH:17][cH:18]3)[n:10][c:11]2[cH:12]1.[CH3:44][O:45][CH2:46][CH2:47][O:48][CH3:49].[CH3:50][OH:51]>>[CH3:1][O:2][c:3]1[c:4]([O:39][CH2:40][CH2:41][O:42][CH3:43])[cH:5][c:6]2[c:7]([NH:22][c:23]3[cH:24][c:25]4[cH:26][n:27][n:28]([C:32](=[O:33])[O:34][C:35]([CH3:36])([CH3:37])[CH3:38])[c:29]4[cH:30][cH:31]3)[n:8][c:9](-[c:13]3[cH:14][c:15]([NH2:19])[cH:16][cH:17][cH:18]3)[n:10][c:11]2[cH:12]1. Reactants: Nc1cccc(Br)c1, CCOCCO, COc1cccc2c(Cl)c(C#N)cnc12, Cl, c1ccncc1. Yields the product COc1cccc2c(Nc3cccc(Br)c3)c(C#N)cnc12. RXN SMILES: [Br:16][c:17]1[cH:18][c:19]([NH2:20])[cH:21][cH:22][cH:23]1.[CH3:31][CH2:32][O:33][CH2:34][CH2:35][OH:36].[Cl:1][c:2]1[c:3]([C:14]#[N:15])[cH:4][n:5][c:6]2[c:7]([O:12][CH3:13])[cH:8][cH:9][cH:10][c:11]12.[ClH:24].[n:25]1[cH:26][cH:27][cH:28][cH:29][cH:30]1>>[c:2]1([NH:20][c:19]2[cH:18][c:17]([Br:16])[cH:23][cH:22][cH:21]2)[c:3]([C:14]#[N:15])[cH:4][n:5][c:6]2[c:7]([O:12][CH3:13])[cH:8][cH:9][cH:10][c:11]12. Starting materials: O=C([O-])[O-], CC(C)CBr, CN(C)C=O, [K+], [K+], O, O=[N+]([O-])c1ccc(O)cc1. Product: CC(C)COc1ccc([N+](=O)[O-])cc1. RXN SMILES: [C:11](=[O:12])([O-:13])[O-:14].[CH2:17]([CH:18]([CH3:19])[CH3:20])[Br:21].[CH3:22][N:23]([CH3:24])[CH:25]=[O:26].[K+:15].[K+:16].[OH2:27].[OH:1][c:2]1[cH:3][cH:4][c:5]([N+:8]([O-:9])=[O:10])[cH:6][cH:7]1>>[O:1]([c:2]1[cH:3][cH:4][c:5]([N+:8]([O-:9])=[O:10])[cH:6][cH:7]1)[CH2:17][CH:18]([CH3:19])[CH3:20].